This data is from the Open Reaction Database (ORD), a public repository of structured organic reaction records. The task is: describe an organic reaction: reactants, conditions, products, and yield Reactants: ClC=1C2=C(N=CN1)SC1=C2CCC(C1)C(=O)N(CCOC)CCOC ((RS)-4-chloro-N,N-bis(2-methoxyethyl)-5,6,7,8-tetrahydro[1]benzothieno[2,3-d]pyrimidine-7-carboxamide), NC1=CC2=C(NC(S2)=O)C=C1OC (6-amino-5-methoxy-1,3-benzothiazol-2(3H)-one). Yields the product COCCN(C(=O)C1CC2=C(CC1)C1=C(N=CN=C1NC1=CC3=C(NC(S3)=O)C=C1OC)S2)CCOC ((RS)—N,N-bis(2-methoxyethyl)-4-[(5-methoxy-2-oxo-2,3-dihydro-1,3-benzothiazol-6-yl)amino]-5,6,7,8-tetrahydro[1]benzothieno[2,3-d]pyrimidine-7-carboxamide). RXN SMILES: Cl[C:2]1[C:3]2[C:10]3[CH2:11][CH2:12][CH:13]([C:15]([N:17]([CH2:22][CH2:23][O:24][CH3:25])[CH2:18][CH2:19][O:20][CH3:21])=[O:16])[CH2:14][C:9]=3[S:8][C:4]=2[N:5]=[CH:6][N:7]=1.[NH2:26][C:27]1[C:36]([O:37][CH3:38])=[CH:35][C:30]2[NH:31][C:32](=[O:34])[S:33][C:29]=2[CH:28]=1>>[CH3:21][O:20][CH2:19][CH2:18][N:17]([CH2:22][CH2:23][O:24][CH3:25])[C:15]([CH:13]1[CH2:12][CH2:11][C:10]2[C:3]3[C:2]([NH:26][C:27]4[C:36]([O:37][CH3:38])=[CH:35][C:30]5[NH:31][C:32](=[O:34])[S:33][C:29]=5[CH:28]=4)=[N:7][CH:6]=[N:5][C:4]=3[S:8][C:9]=2[CH2:14]1)=[O:16]. Procedure: 150 mg (391 μmol) (RS)-4-chloro-N,N-bis(2-methoxyethyl)-5,6,7,8-tetrahydro[1]benzothieno[2,3-d]pyrimidine-7-carboxamide (prepared according to intermediate example 93a) were transformed in analogy to example 1 using 6-amino-5-methoxy-1,3-benzothiazol-2(3H)-one to give after working up and purification 27.1 mg (12%) of the title compound.